From a dataset of the Open Reaction Database (ORD), a public repository of structured organic reaction records. describe an organic reaction: reactants, conditions, products, and yield The reactants are C(C)(C)(C)OC(=O)C=1N2C([C@H]([C@H]2CCC1C=O)NC(=O)OC(C)(C)C)=O ((6R, 7S)-7-tert-Butoxycarbonylamino-3-formyl-8-oxo-1-aza-bicyclo[4.2.0]oct-2-ene-2-carboxylic acid tert-butyl ester), [Br-].O=C1N(CCC1[P+](C1=CC=CC=C1)(C1=CC=CC=C1)C1=CC=CC=C1)CC(F)(F)F (rac-[2-oxo-1-(2,2,2-trifluoroethyl)-3-pyrrolidinyl]-triphenylphosphonium bromide). Run in O1CC1CC (1,2 epoxybutane). Yields the product title compound, C(C)(C)(C)OC(=O)C=1N2C([C@H]([C@H]2CCC1/C=C\1/C(N(CC1)CC(F)(F)F)=O)NC(=O)OC(C)(C)C)=O ((E)-(6R, 7S)-7-tert-butoxycarbonylamino-8-oxo-3-[2-oxo-1-(2,2,2-trifluoro-ethyl)-pyrrolidin-3-ylidenemethyl]-1-azabicyclo[4.2.0]oct-2-ene-2-carboxylic acid tert-butyl ester). As a reaction SMILES: [C:1]([O:5][C:6]([C:8]1[N:9]2[C@H:12]([CH2:13][CH2:14][C:15]=1[CH:16]=O)[C@H:11]([NH:18][C:19]([O:21][C:22]([CH3:25])([CH3:24])[CH3:23])=[O:20])[C:10]2=[O:26])=[O:7])([CH3:4])([CH3:3])[CH3:2].[Br-].[O:28]=[C:29]1[CH:33]([P+](C2C=CC=CC=2)(C2C=CC=CC=2)C2C=CC=CC=2)[CH2:32][CH2:31][N:30]1[CH2:53][C:54]([F:57])([F:56])[F:55]>O1C(CC)C1>[C:1]([O:5][C:6]([C:8]1[N:9]2[C@H:12]([CH2:13][CH2:14][C:15]=1/[CH:16]=[C:33]1/[C:29](=[O:28])[N:30]([CH2:53][C:54]([F:55])([F:56])[F:57])[CH2:31][CH2:32]/1)[C@H:11]([NH:18][C:19]([O:21][C:22]([CH3:25])([CH3:24])[CH3:23])=[O:20])[C:10]2=[O:26])=[O:7])([CH3:4])([CH3:2])[CH3:3] |f:1.2|. Reported procedure: A mixture of 0.50 g (6R, 7S)-7-tert-butoxycarbonylamino-3-formyl-8-oxo-1-aza-bicyclo[4.2.0]oct-2-ene-2-carboxylic acid tert-butyl ester (10) and 0.96 g rac-[2-oxo-1-(2,2,2-trifluoroethyl)-3-pyrrolidinyl]-triphenylphosphonium bromide in 6.0 ml 1,2 epoxybutane was heated to reflux for 6 h. The solvent was evaporated and the residue was purified by chromatography on silica gel using n-hexane:ethyl acetate=3:1 as eluent. The title compound, (E)-(6R, 7S)-7-tert-butoxycarbonylamino-8-oxo-3-[2-oxo-1-(2... Reactants: Cc1ccc(S(=O)(=O)O)cc1, CC(O)C(C)O, Cc1ccc(S(=O)(=O)O)cc1, Cc1ccccc1, COC(Cn1cncn1)(OC)c1ccc(Cl)cc1Cl, [Na+], [OH-]. Yields the product CC1OC(Cn2cncn2)(c2ccc(Cl)cc2Cl)OC1C. As a reaction SMILES: [CH3:1][c:2]1[cH:3][cH:4][c:5]([S:6]([OH:7])(=[O:8])=[O:9])[cH:10][cH:11]1.[CH3:31][CH:32]([CH:33]([CH3:34])[OH:35])[OH:36].[CH3:37][c:38]1[cH:39][cH:40][c:41]([S:42](=[O:43])(=[O:44])[OH:45])[cH:46][cH:47]1.[CH3:50][c:51]1[cH:52][cH:53][cH:54][cH:55][cH:56]1.[Cl:12][c:13]1[c:14]([C:20]([CH2:21][n:22]2[n:23][cH:24][n:25][cH:26]2)([O:27][CH3:28])[O:29][CH3:30])[cH:15][cH:16][c:17]([Cl:19])[cH:18]1.[Na+:49].[OH-:48]>>[Cl:12][c:13]1[c:14]([C:20]2([CH2:21][n:22]3[n:23][cH:24][n:25][cH:26]3)[O:35][CH:33]([CH3:34])[CH:32]([CH3:31])[O:36]2)[cH:15][cH:16][c:17]([Cl:19])[cH:18]1.